describe an organic reaction: reactants, conditions, products, and yield From a dataset of the Open Reaction Database (ORD), a public repository of structured organic reaction records. As a reaction SMILES: [CH2:1]([O:4][C@H:5]([C@H:12]([CH2:19][C:20]1[CH:25]=[C:24]([CH3:26])[CH:23]=[C:22]([N:27]2[C:31]([CH3:32])=[CH:30][CH:29]=[C:28]2[CH3:33])[N:21]=1)[C:13](OC(C)C)=[O:14])[C:6](OC(C)C)=[O:7])[CH:2]=[CH2:3].[H-].[H-].[H-].[H-].[Li+].[Al+3]>C1COCC1>[CH2:1]([O:4][C@H:5]([C@H:12]([CH2:19][C:20]1[CH:25]=[C:24]([CH3:26])[CH:23]=[C:22]([N:27]2[C:31]([CH3:32])=[CH:30][CH:29]=[C:28]2[CH3:33])[N:21]=1)[CH2:13][OH:14])[CH2:6][OH:7])[CH:2]=[CH2:3] |f:1.2.3.4.5.6|. Starting materials: C(C=C)O[C@@H](C(=O)OC(C)C)[C@@H](C(=O)OC(C)C)CC1=NC(=CC(=C1)C)N1C(=CC=C1C)C ((2R,3S)-Diisopropyl 2-(allyloxy)-3-((6-(2,5-dimethyl-1H-pyrrol-1-yl)-4-methylpyridin-2-yl)methyl)succinate), [H-].[H-].[H-].[H-].[Li+].[Al+3] (LiAlH4). Yields the product C(C=C)O[C@@H](CO)[C@@H](CO)CC1=NC(=CC(=C1)C)N1C(=CC=C1C)C ((2R,3R)-2-(Allyloxy)-3-((6-(2,5-dimethyl-1H-pyrrol-1-yl)-4-methylpyridin-2-yl)-methyl)butane-1,4-diol). Run in C1CCOC1 (THF). Yield: 85.7%. Run at temperature 0 celsius, time 20 minute. Procedure details: To a solution of 10 (300 mg, 0.70 mmol) in THF (15 mL) at 0° C. was added LiAlH4 (55 mg, 1.4 mmol) in several portions. The reaction mixture was allowed to stir at 0° C. for 20 min then carefully quenched with H2O (50 μL). The solvent was removed by rotary evaporation, and the crude product was purified by flash column chromatography (EtOAc/hexanes, 1:2-1:1) to give 11 (205 mg, 0.60 mmol, 86%) as a colorless oil: 1H NMR (500 MHz, CDCl3) δ 2.10 (s, 6H), 2.30-2.38 (br s, 1H), 2.39 (s, 3H), 2.83-2....